From a dataset of the Open Reaction Database (ORD), a public repository of structured organic reaction records. describe an organic reaction: reactants, conditions, products, and yield Reactants: C(O)([O-])=O.[Na+] (sodium hydrogen carbonate), NC1=C(C(=O)OC(C)(C)C)C=CC(=C1)C=1OC2=C(C1)C=CC=C2 (tert-butyl 2-amino-4-(benzofuran-2-yl)benzoate), C(C(=O)Cl)(=O)Cl (oxalyl chloride), CC1=C(C(=O)O)C=CC=C1C (2,3-dimethylbenzoic acid). The solvent is C(C)N(CC)CC (triethylamine), C(Cl)Cl (methylene chloride), CN(C=O)C (N,N-dimethylformamide), C(Cl)Cl (methylene chloride). Reaction conditions: time 1 hour. Yields the product O1C(=CC2=C1C=CC=C2)C2=CC(=C(C(=O)OC(C)(C)C)C=C2)NC(C2=C(C(=CC=C2)C)C)=O (tert-butyl 4-(benzofuran-2-yl)-2-(2,3-dimethylbenzamido)benzoate). As a reaction SMILES: C(Cl)(=O)C(Cl)=O.[CH3:7][C:8]1[C:16]([CH3:17])=[CH:15][CH:14]=[CH:13][C:9]=1[C:10]([OH:12])=O.[NH2:18][C:19]1[CH:31]=[C:30]([C:32]2[O:33][C:34]3[CH:40]=[CH:39][CH:38]=[CH:37][C:35]=3[CH:36]=2)[CH:29]=[CH:28][C:20]=1[C:21]([O:23][C:24]([CH3:27])([CH3:26])[CH3:25])=[O:22].C(=O)([O-])O.[Na+]>C(N(CC)CC)C.C(Cl)Cl.CN(C)C=O>[O:33]1[C:34]2[CH:40]=[CH:39][CH:38]=[CH:37][C:35]=2[CH:36]=[C:32]1[C:30]1[CH:29]=[CH:28][C:20]([C:21]([O:23][C:24]([CH3:27])([CH3:25])[CH3:26])=[O:22])=[C:19]([NH:18][C:10](=[O:12])[C:9]2[CH:13]=[CH:14][CH:15]=[C:16]([CH3:17])[C:8]=2[CH3:7])[CH:31]=1 |f:3.4|. Procedure: 1.7 mL of methylene chloride, 1.0 μL of N,N-dimethylformamide and 0.025 mL of oxalyl chloride were added to 41 mg of 2,3-dimethylbenzoic acid at room temperature sequentially and stirred at the same temperature for 1 hour. The reaction mixture was added to a mixed solution of 2.8 mL of methylene chloride and 0.36 mL of triethylamine containing 50 mg of tert-butyl 2-amino-4-(benzofuran-2-yl)benzoate and stirred at room temperature for 1 hour. A saturated sodium hydrogen carbonate aqueous solution... Starting materials: OC1=C(C=C(C(=O)O)C=C1[N+](=O)[O-])OC (4-hydroxy-3-methoxy-5-nitrobenzoic acid), Cl (HCl), ice, ClC1=C(/C(/N)=N/O)C(=C(C(=N1)C)Cl)C ((Z)-2,5-dichloro-N′-hydroxy-4,6-dimethylnicotinimidamide), N1=CC=CC=C1 (pyridine). The solvent is S(=O)(Cl)Cl (thionyl chloride). Reaction conditions: temperature 80 celsius. Yields the product ClC1=NC(=C(C(=C1C1=NOC(=N1)C1=CC(=C(C(=C1)[N+](=O)[O-])O)OC)C)Cl)C (4-(3-(2,5-dichloro-4,6-dimethylpyridin-3-yl)-1,2,4-oxadiazol-5-yl)-2-methoxy-6-nitrophenol). Yield: 62.7%. RXN SMILES: [OH:1][C:2]1[C:10]([N+:11]([O-:13])=[O:12])=[CH:9][C:5]([C:6]([OH:8])=O)=[CH:4][C:3]=1[O:14][CH3:15].[Cl:16][C:17]1[N:26]=[C:25]([CH3:27])[C:24]([Cl:28])=[C:23]([CH3:29])[C:18]=1/[C:19](=[N:21]/O)/[NH2:20].N1C=CC=CC=1.Cl>S(Cl)(Cl)=O>[Cl:16][C:17]1[C:18]([C:19]2[N:20]=[C:6]([C:5]3[CH:9]=[C:10]([N+:11]([O-:13])=[O:12])[C:2]([OH:1])=[C:3]([O:14][CH3:15])[CH:4]=3)[O:8][N:21]=2)=[C:23]([CH3:29])[C:24]([Cl:28])=[C:25]([CH3:27])[N:26]=1. Reported procedure: A stirred suspension of 4-hydroxy-3-methoxy-5-nitrobenzoic acid (2.00 g, 9.38 mmol) in thionyl chloride (8.2 mL) was heated at 80° C. for two hours. The excess of thionyl chloride was removed under vacuum. The resulting yellow solid was dissolved in DMA (15.4 mL), then (Z)-2,5-dichloro-N′-hydroxy-4,6-dimethylnicotinimidamide (2.636 g, 11.26 mmol) and pyridine (6.2 mL) were added. The red solution was heated to 120° C. for 2.5 hours. The reaction mixture was cooled to room temperature and poured ...